Dataset: the Open Reaction Database (ORD), a public repository of structured organic reaction records. Task: describe an organic reaction: reactants, conditions, products, and yield As a reaction SMILES: C([O:4][CH:5]1[CH2:13][C:12]([C:20]2[CH:25]=[CH:24][CH:23]=[CH:22][CH:21]=2)([C:14]2[CH:19]=[CH:18][CH:17]=[CH:16][CH:15]=2)[CH:11]2[CH:7]([CH2:8][N:9]([CH2:26][C:27]3[CH:32]=[CH:31][CH:30]=[CH:29][CH:28]=3)[CH2:10]2)[C:6]1=[O:33])(=O)C.[CH3:34][O:35][C:36]1[CH:41]=[CH:40][CH:39]=[CH:38][C:37]=1[Mg]Br.[Cl-].[NH4+]>O1CCCC1.C(OCC)C>[CH2:26]([N:9]1[CH2:8][CH:7]2[CH:11]([C:12]([C:14]3[CH:19]=[CH:18][CH:17]=[CH:16][CH:15]=3)([C:20]3[CH:21]=[CH:22][CH:23]=[CH:24][CH:25]=3)[CH2:13][CH:5]([OH:4])[C:6]2([C:37]2[CH:38]=[CH:39][CH:40]=[CH:41][C:36]=2[O:35][CH3:34])[OH:33])[CH2:10]1)[C:27]1[CH:32]=[CH:31][CH:30]=[CH:29][CH:28]=1 |f:2.3|. Yield: 64.8%. Product: C(C1=CC=CC=C1)N1CC2C(CC(C(C2C1)(O)C1=C(C=CC=C1)OC)O)(C1=CC=CC=C1)C1=CC=CC=C1 ((3aRS,4RS,5RS,7aRS)-2-benzyl- 7,7-diphenyl-4- (2-methoxyphenyl)perhydroisoindole-4,5-diol). The solvent is ice, O1CCCC1 (tetrahydrofuran), O1CCCC1 (tetrahydrofuran), C(C)OCC (ethyl ether). Reported procedure: A solution of 22 g of (3aRS,5RS,7aRS)-5-acetoxy-2-benzyl-7,7-diphenylperhydroisoindol-4-one in 220 cm3 of tetrahydrofuran is added dropwise to a suspension of 84.4 g of 2-methoxyphenylmagnesium bromide in 1000 cm3 of tetrahydrofuran at room temperature, while stirring. The reaction mixture is stirred at room temperature for 18 hours, treated with 200 cm3 of an aqueous saturated solution of ammonium chloride and taken up in 200 cm3 of ethyl ether and 200 g of ice. The organic phase is separated b... Starting materials: C(C)(=O)OC1C(C2CN(CC2C(C1)(C1=CC=CC=C1)C1=CC=CC=C1)CC1=CC=CC=C1)=O ((3aRS,5RS,7aRS)-5-acetoxy-2-benzyl-7,7-diphenylperhydroisoindol-4-one), COC1=C(C=CC=C1)[Mg]Br (2-methoxyphenylmagnesium bromide), aqueous saturated solution, [Cl-].[NH4+] (ammonium chloride). Starting materials: FC(F)Cl, Cl, [K], [Na+], C1COCCOCCOCCOCCOCCO1, C1COCCO1, [OH-], O, Cc1ccccc1C(C#N)=NO. Yields the product Cc1ccccc1C(C#N)=NOC(F)F. Reaction SMILES: [Cl:1][CH:2]([F:3])[F:4].[ClH:38].[K:5].[Na+:37].[O:18]1[CH2:19][CH2:20][O:21][CH2:22][CH2:23][O:24][CH2:25][CH2:26][O:27][CH2:28][CH2:29][O:30][CH2:31][CH2:32][O:33][CH2:34][CH2:35]1.[O:40]1[CH2:41][CH2:42][O:43][CH2:44][CH2:45]1.[OH-:36].[OH2:39].[OH:6][N:7]=[C:8]([C:9]#[N:10])[c:11]1[c:12]([CH3:17])[cH:13][cH:14][cH:15][cH:16]1>>[CH:2]([F:3])([F:4])[O:6][N:7]=[C:8]([C:9]#[N:10])[c:11]1[c:12]([CH3:17])[cH:13][cH:14][cH:15][cH:16]1. The reactants are CC(Oc1cc(-n2cnc3cc(CO[Si](C)(C)C(C)(C)C)ncc32)sc1C(N)=O)c1ccccc1Cl, CCCC[N+](CCCC)(CCCC)CCCC, C1CCOC1, [F-]. Yields the product CC(Oc1cc(-n2cnc3cc(CO)ncc32)sc1C(N)=O)c1ccccc1Cl. Reaction SMILES: [C:1]([Si:2]([CH3:3])([CH3:4])[O:6][CH2:7][c:8]1[cH:9][c:10]2[c:11]([cH:12][n:13]1)[n:14](-[c:17]1[cH:18][c:19]([O:25][CH:26]([CH3:27])[c:28]3[c:29]([Cl:34])[cH:30][cH:31][cH:32][cH:33]3)[c:20]([C:22](=[O:23])[NH2:24])[s:21]1)[cH:15][n:16]2)([CH3:5])([CH3:35])[CH3:36].[CH2:38]([N+:39]([CH2:40][CH2:41][CH2:42][CH3:43])([CH2:44][CH2:45][CH2:46][CH3:47])[CH2:48][CH2:49][CH2:50][CH3:51])[CH2:52][CH2:53][CH3:54].[CH2:55]1[O:56][CH2:57][CH2:58][CH2:59]1.[F-:37]>>[OH:6][CH2:7][c:8]1[cH:9][c:10]2[c:11]([cH:12][n:13]1)[n:14](-[c:17]1[cH:18][c:19]([O:25][CH:26]([CH3:27])[c:28]3[c:29]([Cl:34])[cH:30][cH:31][cH:32][cH:33]3)[c:20]([C:22](=[O:23])[NH2:24])[s:21]1)[cH:15][n:16]2. Starting materials: CCOC(C)=O, CCCC[N+](CCCC)(CCCC)CCCC, COc1ccc(C(OCC2(C=CCCCCCOS(C)(=O)=O)OC(n3cc(C)c(=O)[nH]c3=O)CC2O[SiH2]C(C)(C)C(C)C)(c2ccccc2)c2ccc(OC)cc2)cc1, CCCCCC, [I-], [N-]=[N+]=[N-], [Na+], c1ccccc1. Yields the product COc1ccc(C(OCC2(C=CCCCCCN=[N+]=[N-])OC(n3cc(C)c(=O)[nH]c3=O)CC2O[SiH2]C(C)(C)C(C)C)(c2ccccc2)c2ccc(OC)cc2)cc1. Reaction SMILES: [C:94]([O:95][CH2:96][CH3:97])(=[O:98])[CH3:99].[CH2:71]([N+:72]([CH2:73][CH2:74][CH2:75][CH3:76])([CH2:77][CH2:78][CH2:79][CH3:80])[CH2:81][CH2:82][CH2:83][CH3:84])[CH2:85][CH2:86][CH3:87].[CH3:1][O:2][c:3]1[cH:4][cH:5][c:6]([C:7]([c:8]2[cH:9][cH:10][c:11]([O:14][CH3:15])[cH:12][cH:13]2)([c:16]2[cH:17][cH:18][cH:19][cH:20][cH:21]2)[O:22][CH2:23][C:24]2([CH:46]=[CH:47][CH2:48][CH2:49][CH2:50][CH2:51][CH2:52][O:53][S:54]([CH3:55])(=[O:56])=[O:57])[CH:25]([O:38][SiH2:39][C:40]([CH:41]([CH3:42])[CH3:43])([CH3:44])[CH3:45])[CH2:26][CH:27]([n:29]3[c:30](=[O:31])[nH:32][c:33](=[O:34])[c:35]([CH3:36])[cH:37]3)[O:28]2)[cH:58][cH:59]1.[CH3:88][CH2:89][CH2:90][CH2:91][CH2:92][CH3:93].[I-:70].[N-:61]=[N+:62]=[N-:63].[Na+:60].[cH:64]1[cH:65][cH:66][cH:67][cH:68][cH:69]1>>[CH3:1][O:2][c:3]1[cH:4][cH:5][c:6]([C:7]([c:8]2[cH:9][cH:10][c:11]([O:14][CH3:15])[cH:12][cH:13]2)([c:16]2[cH:17][cH:18][cH:19][cH:20][cH:21]2)[O:22][CH2:23][C:24]2([CH:46]=[CH:47][CH2:48][CH2:49][CH2:50][CH2:51][CH2:52][N:61]=[N+:62]=[N-:63])[CH:25]([O:38][SiH2:39][C:40]([CH:41]([CH3:42])[CH3:43])([CH3:44])[CH3:45])[CH2:26][CH:27]([n:29]3[c:30](=[O:31])[nH:32][c:33](=[O:34])[c:35]([CH3:36])[cH:37]3)[O:28]2)[cH:58][cH:59]1. The reactants are CC1=CC2=C(N=C(N=C2)SC)NC1=O (6-methyl-2-methylsulfanyl-8H-pyrido[2,3-d]pyrimidin-7-one), [H-].[Na+] (NaH), suspension, [H-].[Na+] (NaH), ICC (iodoethane). The solvent is CN(C=O)C (dimethylformamide). Conditions: temperature 50 celsius. Yields the product C(C)N1C(C(=CC2=C1N=C(N=C2)SC)C)=O (8-ethyl-6-methyl-2-methylsulfanyl-8H-pyrido[2,3-d]pyrimidin-7-one). Isolated yield 78.2%. As a reaction SMILES: [H-].[Na+].[CH3:3][C:4]1[C:15](=[O:16])[NH:14][C:7]2[N:8]=[C:9]([S:12][CH3:13])[N:10]=[CH:11][C:6]=2[CH:5]=1.I[CH2:18][CH3:19]>CN(C)C=O>[CH2:18]([N:14]1[C:7]2[N:8]=[C:9]([S:12][CH3:13])[N:10]=[CH:11][C:6]=2[CH:5]=[C:4]([CH3:3])[C:15]1=[O:16])[CH3:19] |f:0.1|. Procedure: To a suspension of NaH (261 mg of a 60% suspension of NaH in mineral oil) in 40 mL of dimethylformamide was added 6-methyl-2-methylsulfanyl-8H-pyrido[2,3-d]pyrimidin-7-one (926 mg, 4.48 mmol). The reaction mixture was heated to 50° C. resulting in a clear solution. The solution was cooled slightly, and iodoethane (491 μL, 6.14 mmol) was added. The reaction was heated at 50° C. for 10 minutes, then cooled to room temperature and partitioned between ice water and ethyl acetate. The organic layer w... Reactants: COC1=C(C=C(C=C1)C=COC)C (1-methoxy-2-methyl-4-(2-methoxyvinyl)benzene), Cl.N(N)C1=CC=NC=C1 (4-hydrazinopyridine hydrochloride), C1(=CC=C(C=C1)S(=O)(=O)O)C (p-toluenesulfonic acid). Solvent: C(C)O (ethanol). Product: Cl.COC1=C(C=C(C=C1)CC=NNC1=CC=NC=C1)C (N-[2-(4-methoxy-3-methyl-phenyl)ethylidene]-N'-pyridin-4-ylhydrazine hydrochloride). Isolated yield 39.2%. As a reaction SMILES: [CH3:1][O:2][C:3]1[CH:8]=[CH:7][C:6]([CH:9]=[CH:10]OC)=[CH:5][C:4]=1[CH3:13].[ClH:14].[NH:15]([C:17]1[CH:22]=[CH:21][N:20]=[CH:19][CH:18]=1)[NH2:16].C1(C)C=CC(S(O)(=O)=O)=CC=1>C(O)C>[ClH:14].[CH3:1][O:2][C:3]1[CH:8]=[CH:7][C:6]([CH2:9][CH:10]=[N:16][NH:15][C:17]2[CH:22]=[CH:21][N:20]=[CH:19][CH:18]=2)=[CH:5][C:4]=1[CH3:13] |f:1.2,5.6|. Reported procedure: To a solution of 1-methoxy-2-methyl-4-(2-methoxyvinyl)benzene (17 g) and 4-hydrazinopyridine hydrochloride (15.4 g) in ethanol (300 ml), p-toluenesulfonic acid (2.7 g) was added, with stirring. The reaction mixture was stirred under reflux for 2 hrs, filtered, and the filtrate was concentrated in vacuo. The residue was recrystallized from methanol to yield 10.9 g (39%) of product, mp 224-226° C. Starting materials: CNC, CN1CCOCC1, CCOCC, CC(Nc1cc(F)cc(F)c1)c1cc(C(=O)O)cc2c(=O)cc(N3CCOCC3C)oc12, CN(C)C=O. The product is CC(Nc1cc(F)cc(F)c1)c1cc(C(=O)N(C)C)cc2c(=O)cc(N3CCOCC3C)oc12. Reaction SMILES: [CH3:33][NH:34][CH3:35].[CH3:36][N:37]1[CH2:38][CH2:39][O:40][CH2:41][CH2:42]1.[CH3:43][CH2:44][O:45][CH2:46][CH3:47].[F:1][c:2]1[cH:3][c:4]([NH:9][CH:10]([CH3:11])[c:12]2[cH:13][c:14]([C:30](=[O:31])[OH:32])[cH:15][c:16]3[c:17](=[O:29])[cH:18][c:19]([N:22]4[CH:23]([CH3:28])[CH2:24][O:25][CH2:26][CH2:27]4)[o:20][c:21]23)[cH:5][c:6]([F:8])[cH:7]1.[O:48]=[CH:49][N:50]([CH3:51])[CH3:52]>>[F:1][c:2]1[cH:3][c:4]([NH:9][CH:10]([CH3:11])[c:12]2[cH:13][c:14]([C:30](=[O:32])[N:34]([CH3:33])[CH3:35])[cH:15][c:16]3[c:17](=[O:29])[cH:18][c:19]([N:22]4[CH:23]([CH3:28])[CH2:24][O:25][CH2:26][CH2:27]4)[o:20][c:21]23)[cH:5][c:6]([F:8])[cH:7]1.